describe an organic reaction: reactants, conditions, products, and yield From a dataset of the Open Reaction Database (ORD), a public repository of structured organic reaction records. The reactants are C1CCOC1, CC(C)(C)[O-], COC[P+](c1ccccc1)(c1ccccc1)c1ccccc1, CC(=O)c1sc(-c2ccc(C(F)(F)F)cc2)cc1C, Cc1ccccc1, [Cl-], [K+]. The product is COC=C(C)c1sc(-c2ccc(C(F)(F)F)cc2)cc1C. As a reaction SMILES: [CH2:56]1[O:57][CH2:58][CH2:59][CH2:60]1.[CH3:24][C:25]([CH3:26])([O-:27])[CH3:28].[CH3:2][O:3][CH2:4][P+:5]([c:6]1[cH:7][cH:8][cH:9][cH:10][cH:11]1)([c:12]1[cH:13][cH:14][cH:15][cH:16][cH:17]1)[c:18]1[cH:19][cH:20][cH:21][cH:22][cH:23]1.[CH3:30][c:31]1[c:32]([C:46]([CH3:47])=[O:48])[s:33][c:34](-[c:36]2[cH:37][cH:38][c:39]([C:42]([F:43])([F:44])[F:45])[cH:40][cH:41]2)[cH:35]1.[CH3:49][c:50]1[cH:51][cH:52][cH:53][cH:54][cH:55]1.[Cl-:1].[K+:29]>>[CH3:2][O:3][CH:4]=[C:46]([c:32]1[c:31]([CH3:30])[cH:35][c:34](-[c:36]2[cH:37][cH:38][c:39]([C:42]([F:43])([F:44])[F:45])[cH:40][cH:41]2)[s:33]1)[CH3:47]. The reactants are C(CCCCCCCCCCCCC)C1NC2=CC(=CC=C2C1)C(=O)O ((RS)-2-(n-Tetradecyl)indoline-6-carboxylic acid), [OH-].[Na+] (sodium hydroxide), CI (methyl iodide). Run in O (water), CO (methanol), O (Water). Yields the product CN1C(CC2=CC=C(C=C12)C(=O)O)CCCCCCCCCCCCCC ((RS)-1-methyl-2-(n-tetradecyl)indoline-6-carboxylic acid). As a reaction SMILES: [CH2:1]([CH:15]1[CH2:23][C:22]2[C:17](=[CH:18][C:19]([C:24]([OH:26])=[O:25])=[CH:20][CH:21]=2)[NH:16]1)[CH2:2][CH2:3][CH2:4][CH2:5][CH2:6][CH2:7][CH2:8][CH2:9][CH2:10][CH2:11][CH2:12][CH2:13][CH3:14].[OH-].[Na+].[CH3:29]I>O.CO>[CH3:29][N:16]1[C:17]2[C:22](=[CH:21][CH:20]=[C:19]([C:24]([OH:26])=[O:25])[CH:18]=2)[CH2:23][CH:15]1[CH2:1][CH2:2][CH2:3][CH2:4][CH2:5][CH2:6][CH2:7][CH2:8][CH2:9][CH2:10][CH2:11][CH2:12][CH2:13][CH3:14] |f:1.2|. Procedure details: (RS)-2-(n-Tetradecyl)indoline-6-carboxylic acid (10.5 g) and sodium hydroxide (5.0 g) were refluxed together in a mixture of water (30 ml) and methanol (70 ml) for 1.5 hours, then methyl iodide (5 ml) was added. Water (30 ml) was added and the mixture was refluxed for 1 hour. The mixture was filtered, and the filtrate was diluted with water and acidified with acetic acid. The product was collected and recrystallised from a mixture of methanol and ethanol to give (RS)-1-methyl-2-(n-tetradecyl)ind... Starting materials: ClCCN1CCOCC1, Cl, [K+], [K+], O=C([O-])[O-], CN(C)C=O, COC(=O)c1ccc(O)cc1. Yields the product COC(=O)c1ccc(OCCN2CCOCC2)cc1. RXN SMILES: [Cl:19][CH2:20][CH2:21][N:22]1[CH2:23][CH2:24][O:25][CH2:26][CH2:27]1.[ClH:18].[K+:12].[K+:13].[O-:14][C:15]([O-:16])=[O:17].[O:28]=[CH:29][N:30]([CH3:31])[CH3:32].[OH:1][c:2]1[cH:3][cH:4][c:5]([C:6](=[O:7])[O:8][CH3:9])[cH:10][cH:11]1>>[O:1]([c:2]1[cH:3][cH:4][c:5]([C:6](=[O:7])[O:8][CH3:9])[cH:10][cH:11]1)[CH2:20][CH2:21][N:22]1[CH2:23][CH2:24][O:25][CH2:26][CH2:27]1. Starting materials: CCOC(=O)c1ccc(Cl)c(C(C)O)c1F, ClCCl, O=[Cr](=O)([O-])Cl, c1cc[nH+]cc1. The product is CCOC(=O)c1ccc(Cl)c(C(C)=O)c1F. Reaction SMILES: [Cl:12][c:13]1[c:14]([CH:25]([CH3:26])[OH:27])[c:15]([F:24])[c:16]([C:17](=[O:18])[O:19][CH2:20][CH3:21])[cH:22][cH:23]1.[Cl:28][CH2:29][Cl:30].[O:1]=[Cr:2]([Cl:3])([O-:4])=[O:5].[nH+:6]1[cH:7][cH:8][cH:9][cH:10][cH:11]1>>[Cl:12][c:13]1[c:14]([C:25]([CH3:26])=[O:27])[c:15]([F:24])[c:16]([C:17](=[O:18])[O:19][CH2:20][CH3:21])[cH:22][cH:23]1.